From a dataset of the Open Reaction Database (ORD), a public repository of structured organic reaction records. describe an organic reaction: reactants, conditions, products, and yield Reactants: O=C([O-])[O-], CC(=O)[O-], CC(=O)[O-], CCO, OB(O)c1ccc(Cl)cc1, CON(C(=O)c1cn(C)nc1C(F)F)C(C)c1cccc(I)c1, [K+], [K+], O, [Pd+2]. Yields the product CON(C(=O)c1cn(C)nc1C(F)F)C(C)c1cccc(-c2ccc(Cl)cc2)c1. Reaction SMILES: [C:34](=[O:35])([O-:36])[O-:37].[C:44]([O-:45])(=[O:46])[CH3:47].[C:49]([O-:50])(=[O:51])[CH3:52].[CH3:40][CH2:41][OH:42].[Cl:24][c:25]1[cH:26][cH:27][c:28]([B:31]([OH:32])[OH:33])[cH:29][cH:30]1.[I:1][c:2]1[cH:3][c:4]([CH:8]([CH3:9])[N:10]([C:11](=[O:12])[c:13]2[c:14]([CH:19]([F:20])[F:21])[n:15][n:16]([CH3:18])[cH:17]2)[O:22][CH3:23])[cH:5][cH:6][cH:7]1.[K+:38].[K+:39].[OH2:43].[Pd+2:48]>>[c:2]1(-[c:28]2[cH:27][cH:26][c:25]([Cl:24])[cH:30][cH:29]2)[cH:3][c:4]([CH:8]([CH3:9])[N:10]([C:11](=[O:12])[c:13]2[c:14]([CH:19]([F:20])[F:21])[n:15][n:16]([CH3:18])[cH:17]2)[O:22][CH3:23])[cH:5][cH:6][cH:7]1.